From a dataset of the Open Reaction Database (ORD), a public repository of structured organic reaction records. describe an organic reaction: reactants, conditions, products, and yield The reactants are ClC(=O)OC(Cl)(Cl)Cl (Trichloromethyl chloroformate), C(C)(C)(C)OC(=O)NC1=CC=NC=C1C(=O)O (4-tert-Butoxycarbonylamino-nicotinic acid). The solvent is O1CCOCC1 (dioxane). Product: N1C(OC(C2=C1C=CN=C2)=O)=O (1H-Pyrido[4,3-d][1,3]oxazine-2,4-dione). Yield: 97.8%. As a reaction SMILES: ClC(OC(Cl)(Cl)Cl)=O.C(O[C:14]([NH:16][C:17]1[C:22]([C:23]([OH:25])=[O:24])=[CH:21][N:20]=[CH:19][CH:18]=1)=[O:15])(C)(C)C>O1CCOCC1>[NH:16]1[C:17]2[CH:18]=[CH:19][N:20]=[CH:21][C:22]=2[C:23](=[O:24])[O:25][C:14]1=[O:15]. Reported procedure: Trichloromethyl chloroformate (9 mL, 75 mmol) was added slowly to a solution of 4-tert-butoxycarbonylamino-nicotinic acid (118) (16.2 g, 68 mmol) in dioxane and refluxed for 4 h under nitrogen atmosphere. The solution was cooled and the solvent was removed under vacuum. The residue was recrystallized by ether to yield 10.92 g (98%) of 1H-pyrido[4,3-d][1,3]oxazine-2,4-dione (119) as white solids. MP: 243° C.; 1H-NMR (DMSO-d6): ), δ 7.32 (d, J=6.0 Hz, 1H), 8.71 (d, J=6.0 Hz, 1H), 9.11 (s, 1H); EIM... Reactants: [Al+3], O=C(Cl)c1ccccc1, [Cl-], [Cl-], [Cl-], ClCCl, c1ccccc1. Yields the product O=C(c1ccccc1)c1ccccc1. RXN SMILES: [Al+3:8].[C:11]([c:12]1[cH:13][cH:14][cH:15][cH:16][cH:17]1)(=[O:18])[Cl:19].[Cl-:10].[Cl-:7].[Cl-:9].[Cl:20][CH2:21][Cl:22].[cH:1]1[cH:2][cH:3][cH:4][cH:5][cH:6]1>>[c:1]1([C:11]([c:12]2[cH:13][cH:14][cH:15][cH:16][cH:17]2)=[O:18])[cH:2][cH:3][cH:4][cH:5][cH:6]1. The reactants are [H-].[Na+] (NaH), BrC1=C(C=CC2=CC(=CC=C12)S(=O)(=O)C)NC(OC(C)(C)C)=O (tert-butyl 1-bromo-6-(methylsulfonyl)-2-naphthylcarbamate), ClC=CCCl (1,3-dichloropropene). Run in [Na+].[Cl-] (NaCl), CN(C)C=O (DMF). Reaction conditions: time 6 hour. Yields the product BrC1=C(C=CC2=CC(=CC=C12)S(=O)(=O)C)N(C(OC(C)(C)C)=O)CC=CCl (tert-butyl 1-bromo-6-(methylsulfonyl)-2-naphthyl(3-chloro-2-propen-1-yl)carbamate). Yield: 97.1%. RXN SMILES: [Br:1][C:2]1[C:11]2[C:6](=[CH:7][C:8]([S:12]([CH3:15])(=[O:14])=[O:13])=[CH:9][CH:10]=2)[CH:5]=[CH:4][C:3]=1[NH:16][C:17](=[O:23])[O:18][C:19]([CH3:22])([CH3:21])[CH3:20].[H-].[Na+].[Cl:26][CH:27]=[CH:28][CH2:29]Cl>CN(C=O)C.[Na+].[Cl-]>[Br:1][C:2]1[C:11]2[C:6](=[CH:7][C:8]([S:12]([CH3:15])(=[O:14])=[O:13])=[CH:9][CH:10]=2)[CH:5]=[CH:4][C:3]=1[N:16]([CH2:29][CH:28]=[CH:27][Cl:26])[C:17](=[O:23])[O:18][C:19]([CH3:20])([CH3:22])[CH3:21] |f:1.2,5.6|. Procedure details: A stirred suspension of 162 (4.70 g, 11.74 mmol) in dry DMF (40 mL) was treated portionwise at 0° C. with NaH (564 mg, 60% in oil, 14.10 mmol). The mixture was warmed to room temperature for 1 h then cooled to O—C and treated with 1,3-dichloropropene (3.4 mL, 37 mmol, mixed isomers). The mixture was stirred at room temperature for a further 6 h, then diluted with 10% aqueous NaCl and extracted with EtOAc (×2). The combined organic layers were washed with water (×2), dried, and concentrated to dr... Starting materials: C1(=CC=CC=C1)S(=O)(=O)N1C=C(C=2C1=NC=C(C2)Cl)CC=2C=NC(=NC2)S(=O)(=O)C (1-benzenesulfonyl-5-chloro-3-(2-methanesulfonyl-pyrimidin-5-ylmethyl)-1H-pyrrolo[2,3-b]pyridine), C1(CCCCC1)N (cyclohexanamine). The product is ClC=1C=C2C(=NC1)NC=C2CC=2C=NC(=NC2)NC2CCCCC2 ([5-(5-Chloro-1H-pyrrolo[2,3-b]pyridin-3-ylmethyl)-pyrimidin-2-yl]-cyclohexyl-amine). As a reaction SMILES: C1(S([N:10]2[C:14]3=[N:15][CH:16]=[C:17]([Cl:19])[CH:18]=[C:13]3[C:12]([CH2:20][C:21]3[CH:22]=[N:23][C:24](S(C)(=O)=O)=[N:25][CH:26]=3)=[CH:11]2)(=O)=O)C=CC=CC=1.[CH:31]1([NH2:37])[CH2:36][CH2:35][CH2:34][CH2:33][CH2:32]1>>[Cl:19][C:17]1[CH:18]=[C:13]2[C:12]([CH2:20][C:21]3[CH:26]=[N:25][C:24]([NH:37][CH:31]4[CH2:36][CH2:35][CH2:34][CH2:33][CH2:32]4)=[N:23][CH:22]=3)=[CH:11][NH:10][C:14]2=[N:15][CH:16]=1. Reported procedure: [5-(5-Chloro-1H-pyrrolo[2,3-b]pyridin-3-ylmethyl)-pyrimidin-2-yl]-cyclohexyl-amine P-3001 is prepared in one step from 1-benzenesulfonyl-5-chloro-3-(2-methanesulfonyl-pyrimidin-5-ylmethyl)-1H-pyrrolo[2,3-b]pyridine 37 and cyclohexanamine 62 as shown in Scheme 9. Reactants: C1=C2C3=C(N4C2=C(C=C1N)CC4)CCCCCC3 (4,5,7,8,9,10,11,12-octahydrocycloocta[b]pyrrolo[3,2,1-hi]indol-2-amine), C(CCCCCC)(=O)Cl (heptanoyl chloride), poly-(4-vinylpyridine). Solvent: ClCCl (dichloromethane). Product: C1=C2C3=C(N4C2=C(C=C1NC(CCCCCC)=O)CC4)CCCCCC3 (N-4,5,7,8,9,10,11,12-octahydrocycloocta[b]pyrrolo[3,2,1-hi]indol-2-ylheptanamide). Isolated yield 19.4%. Reaction SMILES: [CH:1]1[C:9]([NH2:10])=[CH:8][C:7]2[CH2:11][CH2:12][N:5]3[C:6]=2[C:2]=1[C:3]1[CH2:18][CH2:17][CH2:16][CH2:15][CH2:14][CH2:13][C:4]=13.[C:19](Cl)(=[O:26])[CH2:20][CH2:21][CH2:22][CH2:23][CH2:24][CH3:25]>ClCCl>[CH:1]1[C:9]([NH:10][C:19](=[O:26])[CH2:20][CH2:21][CH2:22][CH2:23][CH2:24][CH3:25])=[CH:8][C:7]2[CH2:11][CH2:12][N:5]3[C:6]=2[C:2]=1[C:3]1[CH2:18][CH2:17][CH2:16][CH2:15][CH2:14][CH2:13][C:4]=13. Procedure details: Following the procedure of Example 1, Step 4, 4,5,7,8,9,10,11,12-octahydrocycloocta[b]pyrrolo[3,2,1-hi]indol-2-amine (0.15 g, 0.54 mmol), heptanoyl chloride (0.084 mL, 0.54 mmol) and poly-(4-vinylpyridine) (500 mg) in dichloromethane (12 mL) provided N-4,5,7,8,9,10,11,12-octahydrocycloocta[b]pyrrolo[3,2,1-hi]indol-2-ylheptanamide (37 mg). MS (ESI) m/z 353; HPLC purity 100% at 210-370 nm, 11.6 min.; 100% at 250 nm, 11.6 min.; Xterra RP18, 3.5 u, 150×4.6 mm column, 1.2 mL/min, 85/15-5/95 (Ammon. F... Starting materials: Cl.N[C@@H]1CC[C@H](CC1)NC(=O)C1=C(NC=2C1=NC=CC2C2=C(C=C(C=C2)OC)OCC2CC2)C (N-(trans-4-aminocyclohexyl)-7-[2-(cyclopropylmethoxy)-4-methoxyphenyl]-2-methyl-1H-pyrrolo[3,2-b]pyridine-3-carboxamide hydrochloride), C(C)(=O)Cl (acetyl chloride). The product is C(C)(=O)N[C@@H]1CC[C@H](CC1)NC(=O)C1=C(NC=2C1=NC=CC2C2=C(C=C(C=C2)OC)OCC2CC2)C (N-[trans-4-(Acetylamino)cyclohexyl]-7-[2-(cyclopropylmethoxy)-4-methoxyphenyl]-2-methyl-1H-pyrrolo[3,2-b]pyridine-3-carboxamide). As a reaction SMILES: Cl.[NH2:2][C@H:3]1[CH2:8][CH2:7][C@H:6]([NH:9][C:10]([C:12]2[C:16]3=[N:17][CH:18]=[CH:19][C:20]([C:21]4[CH:26]=[CH:25][C:24]([O:27][CH3:28])=[CH:23][C:22]=4[O:29][CH2:30][CH:31]4[CH2:33][CH2:32]4)=[C:15]3[NH:14][C:13]=2[CH3:34])=[O:11])[CH2:5][CH2:4]1.[C:35](Cl)(=[O:37])[CH3:36]>>[C:35]([NH:2][C@H:3]1[CH2:8][CH2:7][C@H:6]([NH:9][C:10]([C:12]2[C:16]3=[N:17][CH:18]=[CH:19][C:20]([C:21]4[CH:26]=[CH:25][C:24]([O:27][CH3:28])=[CH:23][C:22]=4[O:29][CH2:30][CH:31]4[CH2:32][CH2:33]4)=[C:15]3[NH:14][C:13]=2[CH3:34])=[O:11])[CH2:5][CH2:4]1)(=[O:37])[CH3:36] |f:0.1|. Reported procedure: Starting from N-(trans-4-aminocyclohexyl)-7-[2-(cyclopropylmethoxy)-4-methoxyphenyl]-2-methyl-1H-pyrrolo[3,2-b]pyridine-3-carboxamide hydrochloride (example D.f12) and commercially acetyl chloride the title compound is obtained as colorless solid. The product is ClC1=C(C=C(C=C1)CC(=O)OC)F (methyl 2-(4-chloro-3-fluorophenyl)acetate). Reported procedure: A solution of 2-(4-chloro-3-fluorophenyl)acetic acid (10.07 g, 53.4 mmol) and concentrated H2SO4 (0.297 mL, 5.34 mmol) in MeOH (200 mL, 4940 mmol) was stirred at 95° C. for 17 hours in a 350 mL sealed vessel. The solution was concentrated in vacuo and then made basic with 1N NaOH(aq) (100 mL). The resulting mixture was extracted with EtOAc (2×100 mL), washed with water (100 mL), and then washed with brine (75 mL). The combined organic layers were dried over MgSO4, concentrated, and dried in vacu... The reactants are ClC1=C(C=C(C=C1)CC(=O)O)F (2-(4-chloro-3-fluorophenyl)acetic acid), OS(=O)(=O)O (H2SO4), CO (MeOH). As a reaction SMILES: [Cl:1][C:2]1[CH:7]=[CH:6][C:5]([CH2:8][C:9]([OH:11])=[O:10])=[CH:4][C:3]=1[F:12].OS(O)(=O)=O.[CH3:18]O>>[Cl:1][C:2]1[CH:7]=[CH:6][C:5]([CH2:8][C:9]([O:11][CH3:18])=[O:10])=[CH:4][C:3]=1[F:12]. Isolated yield 99.8%.